Dataset: the Open Reaction Database (ORD), a public repository of structured organic reaction records. Task: describe an organic reaction: reactants, conditions, products, and yield Reactants: CCCCCC(O)C#CCC(CCCCCCC(=O)O)S(C)(=O)=O, CCCCCC(O)C#CCC(CCCCCCC(=O)O)S(C)(=O)=O. Product: CCCCCC(O)CCCC(CCCCCCC(=O)O)S(C)(=O)=O. Reaction SMILES: [CH3:1][S:2](=[O:3])(=[O:4])[CH:5]([CH2:6][CH2:7][CH2:8][CH2:9][CH2:10][CH2:11][C:12](=[O:13])[OH:14])[CH2:15][C:16]#[C:17][CH:18]([CH2:19][CH2:20][CH2:21][CH2:22][CH3:23])[OH:24].[CH3:25][S:26]([CH:27]([CH2:28][C:29]#[C:30][CH:31]([OH:32])[CH2:33][CH2:34][CH2:35][CH2:36][CH3:37])[CH2:38][CH2:39][CH2:40][CH2:41][CH2:42][CH2:43][C:44]([OH:45])=[O:46])(=[O:47])=[O:48]>>[CH3:1][S:2](=[O:3])(=[O:4])[CH:5]([CH2:6][CH2:7][CH2:8][CH2:9][CH2:10][CH2:11][C:12](=[O:13])[OH:14])[CH2:15][CH2:16][CH2:17][CH:18]([CH2:19][CH2:20][CH2:21][CH2:22][CH3:23])[OH:24]. Starting materials: CC(C)(C)OC(=O)N1CCC(N2CCCc3cc(Br)ccc32)C1, C1CCOC1, CCCC[N+](CCCC)(CCCC)CCCC, [F-], O=C(C=Cc1ccccc1)C=Cc1ccccc1, O=C(C=Cc1ccccc1)C=Cc1ccccc1, O=C(C=Cc1ccccc1)C=Cc1ccccc1, [Pd], [Pd]. Product: CC(C)(C)OC(=O)N1CCC(N2CCCc3cc(N)ccc32)C1. Reaction SMILES: [Br:1][c:2]1[cH:3][c:4]2[c:9]([cH:10][cH:11]1)[N:8]([CH:12]1[CH2:13][N:14]([C:17](=[O:18])[O:19][C:20]([CH3:21])([CH3:22])[CH3:23])[CH2:15][CH2:16]1)[CH2:7][CH2:6][CH2:5]2.[CH2:42]1[O:43][CH2:44][CH2:45][CH2:46]1.[CH3:25][CH2:26][CH2:27][CH2:28][N+:29]([CH2:30][CH2:31][CH2:32][CH3:33])([CH2:34][CH2:35][CH2:36][CH3:37])[CH2:38][CH2:39][CH2:40][CH3:41].[F-:24].[O:49]=[C:50]([CH:51]=[CH:52][c:53]1[cH:54][cH:55][cH:56][cH:57][cH:58]1)[CH:59]=[CH:60][c:61]1[cH:62][cH:63][cH:64][cH:65][cH:66]1.[O:67]=[C:68]([CH:69]=[CH:70][c:71]1[cH:72][cH:73][cH:74][cH:75][cH:76]1)[CH:77]=[CH:78][c:79]1[cH:80][cH:81][cH:82][cH:83][cH:84]1.[O:85]=[C:86]([CH:87]=[CH:88][c:89]1[cH:90][cH:91][cH:92][cH:93][cH:94]1)[CH:95]=[CH:96][c:97]1[cH:98][cH:99][cH:100][cH:101][cH:102]1.[Pd:47].[Pd:48]>>[c:2]1([NH2:29])[cH:3][c:4]2[c:9]([cH:10][cH:11]1)[N:8]([CH:12]1[CH2:13][N:14]([C:17](=[O:18])[O:19][C:20]([CH3:21])([CH3:22])[CH3:23])[CH2:15][CH2:16]1)[CH2:7][CH2:6][CH2:5]2. The reactants are CN1C=NC=2C1=NC=C(C2)C(C(F)(F)F)(F)F (3-methyl-6-pentafluoroethyl-3H-imidazo[4,5-b]pyridine), BrC1=C(C=C(C=C1)SC(F)(F)F)SCC (1-bromo-2-ethylsulfanyl-4-trifluoromethylsulfanylbenzene), C([O-])([O-])=O.[K+].[K+] (potassium carbonate), C1(=CC=CC=C1)C (toluene). The reagents and catalysts are C(C)(=O)[O-].[Pd+2].C(C)(=O)[O-] (palladium(II) acetate), O.C(C)(=O)[O-].[Cu+2].C(C)(=O)[O-] (copper(II) acetate monohydrate), C1(=CC=CC=C1)P(C1=CC=CC=C1)C1=CC=CC=C1 (triphenylphosphine). Solvent: O (water), C(C)(=O)OCC (Ethyl acetate). The product is C(C)SC1=C(C=CC(=C1)SC(F)(F)F)C1=NC=2C(=NC=C(C2)C(C(F)(F)F)(F)F)N1C (2-(2-ethylsulfanyl-4-trifluoromethylsulfanylphenyl)3-methyl-6-pentafluoroethyl-3H-imidazo[4,5-b]pyridine). Isolated yield 82.4%. As a reaction SMILES: [CH3:1][N:2]1[C:6]2=[N:7][CH:8]=[C:9]([C:11]([F:17])([F:16])[C:12]([F:15])([F:14])[F:13])[CH:10]=[C:5]2[N:4]=[CH:3]1.Br[C:19]1[CH:24]=[CH:23][C:22]([S:25][C:26]([F:29])([F:28])[F:27])=[CH:21][C:20]=1[S:30][CH2:31][CH3:32].C(=O)([O-])[O-].[K+].[K+].C1(C)C=CC=CC=1>C([O-])(=O)C.[Pd+2].C([O-])(=O)C.O.C([O-])(=O)C.[Cu+2].C([O-])(=O)C.C1(P(C2C=CC=CC=2)C2C=CC=CC=2)C=CC=CC=1.O.C(OCC)(=O)C>[CH2:31]([S:30][C:20]1[CH:21]=[C:22]([S:25][C:26]([F:29])([F:27])[F:28])[CH:23]=[CH:24][C:19]=1[C:3]1[N:2]([CH3:1])[C:6]2=[N:7][CH:8]=[C:9]([C:11]([F:17])([F:16])[C:12]([F:15])([F:14])[F:13])[CH:10]=[C:5]2[N:4]=1)[CH3:32] |f:2.3.4,6.7.8,9.10.11.12|. Procedure: A mixture of 0.12 g of 3-methyl-6-pentafluoroethyl-3H-imidazo[4,5-b]pyridine, 0.15 g of 1-bromo-2-ethylsulfanyl-4-trifluoromethylsulfanylbenzene, 0.01 g of palladium(II) acetate, 0.01 g of triphenylphosphine, 0.02 g of copper(II) acetate monohydrate, 0.13 g of potassium carbonate and 3 ml of toluene was stirred under heating and refluxing for 2 hours. Ethyl acetate and water were added to the cooled reaction mixture, and the mixture was filtered. The filtrate was extracted with ethyl acetate, an... Starting materials: C(C)(=O)O[C@H]1[C@H](SC2=CC=C(C=C2)N)O[C@@H]([C@H]([C@@H]1OC(C)=O)O[C@@H]1[C@H](OC(C)=O)[C@@H](OC(C)=O)[C@H](OC(C)=O)[C@H](O1)COC(C)=O)COC(C)=O (4-aminophenyl 2,3,6-tri-O-acetyl-4-O-(2,3,4,6-tetra-O-acetyl-α-D-glucopyranosyl)-1-thio-β-D-glucopyranoside). Run in CO (methanol). Product: [C@H]1([C@H](O)[C@@H](O)[C@H](O)[C@H](O1)CO)O[C@H]1[C@@H]([C@H]([C@H](SC2=CC=C(C=C2)N)O[C@@H]1CO)O)O (4-Aminophenyl 4-O-(α-D-glucopyranosyl)-1-thio-β-D-glucopyranoside). Reaction SMILES: C([O:4][C@@H:5]1[C@@H:18]([O:19]C(=O)C)[C@H:17]([O:23][C@H:24]2[O:41][C@H:40]([CH2:42][O:43]C(=O)C)[C@@H:35]([O:36]C(=O)C)[C@H:30]([O:31]C(=O)C)[C@H:25]2[O:26]C(=O)C)[C@@H:16]([CH2:47][O:48]C(=O)C)[O:15][C@H:6]1[S:7][C:8]1[CH:13]=[CH:12][C:11]([NH2:14])=[CH:10][CH:9]=1)(=O)C>CO>[C@H:24]1([O:23][C@@H:17]2[C@@H:16]([CH2:47][OH:48])[O:15][C@@H:6]([S:7][C:8]3[CH:9]=[CH:10][C:11]([NH2:14])=[CH:12][CH:13]=3)[C@H:5]([OH:4])[C@H:18]2[OH:19])[O:41][C@H:40]([CH2:42][OH:43])[C@@H:35]([OH:36])[C@H:30]([OH:31])[C@H:25]1[OH:26]. Procedure details: A 3.5 g portion of 4-aminophenyl 2,3,6-tri-O-acetyl-4-O-(2,3,4,6-tetra-O-acetyl-α-D-glucopyranosyl)-1-thio-β-D-glucopyranoside was reacted as described in Example 8, giving 1.3 g of the intermediate as a tan solid, [α]D26 =+48°±3° (0.382%, methanol). Reactants: NC=1C=NC2=CC=CC=C2C1S (3-amino-4-mercapto-quinoline), C(C)(=O)OC(C)=O (acetic anhydride), [OH-].[Na+] (sodium hydroxide). Solvent: Cl (hydrochloric acid). Reaction conditions: time 1 hour. Product: CC=1SC2=C(C=NC=3C=CC=CC23)N1 (2-methyl-thiazolo[4,5-c]quinoline). RXN SMILES: [NH2:1][C:2]1[CH:3]=[N:4][C:5]2[C:10]([C:11]=1[SH:12])=[CH:9][CH:8]=[CH:7][CH:6]=2.[C:13](OC(=O)C)(=O)[CH3:14].[OH-].[Na+]>Cl>[CH3:13][C:14]1[S:12][C:11]2[C:10]3[CH:9]=[CH:8][CH:7]=[CH:6][C:5]=3[N:4]=[CH:3][C:2]=2[N:1]=1 |f:2.3|. Procedure: A mixture of 17.62 g (0.1 mole) of 3-amino-4-mercapto-quinoline and 70 ml of acetic anhydride is heated slowly to the boiling point and thereafter heated to boiling for one hour and a half. The reaction mixture is cooled and 600 ml of 1% hydrochloric acid are added dropwise under vigorous stirring. The homogenous solution is made alkaline with a sodium hydroxide solution and the precipitated base is extracted three times with 100 ml of benzene each. The united benzene extracts are clarified, dri... Starting materials: NC1=CC=C(C=C1)C1=C(NC2=NC=CC=C21)C(=O)N (3-(4-aminophenyl)-1H-pyrrolo[2,3-b]pyridine-2-carboxamide), ClC1=C(C=C(C=C1)N=C=O)C(F)(F)F (4-chloro-3-trifluoromethylphenyl isocyanate). Product: solid, ClC1=C(C=C(C=C1)NC(NC1=CC=C(C=C1)C1=C(NC2=NC=CC=C21)C(=O)N)=O)C(F)(F)F (3-{4-[3-(4-chloro-3-trifluoromethylphenyl)ureido]-phenyl}-1H-pyrrolo[2,3-b]pyridine-2-carboxamide). As a reaction SMILES: [NH2:1][C:2]1[CH:7]=[CH:6][C:5]([C:8]2[C:16]3[C:11](=[N:12][CH:13]=[CH:14][CH:15]=3)[NH:10][C:9]=2[C:17]([NH2:19])=[O:18])=[CH:4][CH:3]=1.[Cl:20][C:21]1[CH:26]=[CH:25][C:24]([N:27]=[C:28]=[O:29])=[CH:23][C:22]=1[C:30]([F:33])([F:32])[F:31]>>[Cl:20][C:21]1[CH:26]=[CH:25][C:24]([NH:27][C:28](=[O:29])[NH:1][C:2]2[CH:3]=[CH:4][C:5]([C:8]3[C:16]4[C:11](=[N:12][CH:13]=[CH:14][CH:15]=4)[NH:10][C:9]=3[C:17]([NH2:19])=[O:18])=[CH:6][CH:7]=2)=[CH:23][C:22]=1[C:30]([F:31])([F:32])[F:33]. Reported procedure: 29.8 mg of solid white 3-{4-[3-(4-chloro-3-trifluoromethylphenyl)ureido]-phenyl}-1H-pyrrolo[2,3-b]pyridine-2-carboxamide are prepared as described in Example 7 starting with 3-(4-aminophenyl)-1H-pyrrolo[2,3-b]pyridine-2-carboxamide and 4-chloro-3-trifluoromethylphenyl isocyanate. RXN SMILES: [Br:1][c:2]1[c:3]([CH3:11])[c:4]([C:7](=[O:8])[O:9][CH3:10])[cH:5][nH:6]1.[C:26](=[O:27])([O-:28])[O-:29].[CH3:40][CH2:41][O:42][C:43](=[O:44])[CH3:45].[Cl:12][c:13]1[cH:14][c:15]([C:22]([F:23])([F:24])[F:25])[c:16]([B:19]([OH:20])[OH:21])[cH:17][cH:18]1.[Na+:30].[Na+:31].[OH2:32].[Pd:122].[c:103]1([P:104]([c:105]2[cH:106][cH:107][cH:108][cH:109][cH:110]2)[c:111]2[cH:112][cH:113][cH:114][cH:115][cH:116]2)[cH:117][cH:118][cH:119][cH:120][cH:121]1.[c:33]1([CH3:34])[cH:35][cH:36][cH:37][cH:38][cH:39]1.[c:46]1([P:47]([c:48]2[cH:49][cH:50][cH:51][cH:52][cH:53]2)[c:54]2[cH:55][cH:56][cH:57][cH:58][cH:59]2)[cH:60][cH:61][cH:62][cH:63][cH:64]1.[c:65]1([P:66]([c:67]2[cH:68][cH:69][cH:70][cH:71][cH:72]2)[c:73]2[cH:74][cH:75][cH:76][cH:77][cH:78]2)[cH:79][cH:80][cH:81][cH:82][cH:83]1.[c:84]1([P:85]([c:86]2[cH:87][cH:88][cH:89][cH:90][cH:91]2)[c:92]2[cH:93][cH:94][cH:95][cH:96][cH:97]2)[cH:98][cH:99][cH:100][cH:101][cH:102]1>>[c:2]1(-[c:16]2[c:15]([C:22]([F:23])([F:24])[F:25])[cH:14][c:13]([Cl:12])[cH:18][cH:17]2)[c:3]([CH3:11])[c:4]([C:7](=[O:8])[O:9][CH3:10])[cH:5][nH:6]1. Yields the product COC(=O)c1c[nH]c(-c2ccc(Cl)cc2C(F)(F)F)c1C. The reactants are COC(=O)c1c[nH]c(Br)c1C, O=C([O-])[O-], CCOC(C)=O, OB(O)c1ccc(Cl)cc1C(F)(F)F, [Na+], [Na+], O, [Pd], c1ccc(P(c2ccccc2)c2ccccc2)cc1, Cc1ccccc1, c1ccc(P(c2ccccc2)c2ccccc2)cc1, c1ccc(P(c2ccccc2)c2ccccc2)cc1, c1ccc(P(c2ccccc2)c2ccccc2)cc1.